Dataset: the Open Reaction Database (ORD), a public repository of structured organic reaction records. Task: describe an organic reaction: reactants, conditions, products, and yield The reactants are C(#N)CC(=O)OC (methyl cyanoacetate), CC(C)C(CCC)=O (2-methylhexan-3-one), C(C)(=O)[O-].[NH4+] (ammonium acetate), C(C)(=O)O (acetic acid). Solvent: C1(=CC=CC=C1)C (toluene), O (water), C(C)(=O)OCC (ethyl acetate). RXN SMILES: [C:1]([CH2:3][C:4]([O:6][CH3:7])=[O:5])#[N:2].[CH3:8][CH:9]([C:11](=O)[CH2:12][CH2:13][CH3:14])[CH3:10].C([O-])(=O)C.[NH4+].C(O)(=O)C>C1(C)C=CC=CC=1.C(OCC)(=O)C.O>[C:1]([C:3](=[C:11]([CH2:12][CH2:13][CH3:14])[CH:9]([CH3:10])[CH3:8])[C:4]([O:6][CH3:7])=[O:5])#[N:2] |f:2.3|. Procedure: A mixture of methyl cyanoacetate (1.98 g), 2-methylhexan-3-one (3.76 g), ammonium acetate (0.196 g) and glacial acetic acid (0.288 ml) in toluene (10 ml) was stirred and heated at reflux with removal of water using a Dean and Stark apparatus for 6 hours. After cooling to room temperature the mixture was diluted with ethyl acetate and washed with water, dried (MgSO4) and filtered. The filtrate was evaporated to dryness and the residue was purified by chromatography on silica eluting with a mixtur... Product: C(#N)C(C(=O)OC)=C(C(C)C)CCC (methyl 2-cyano-3-propyl-4-methylpent-2-enoate). The product is NC=1C=C2C=NNC2=CC1N (5,6-diaminoindazole). As a reaction SMILES: [N+:1]([C:4]1[CH:5]=[C:6]2[C:10](=[CH:11][C:12]=1[N+:13]([O-])=O)[NH:9][N:8]=[CH:7]2)([O-])=O>[Pd]>[NH2:1][C:4]1[CH:5]=[C:6]2[C:10](=[CH:11][C:12]=1[NH2:13])[NH:9][N:8]=[CH:7]2. Procedure: By referring to the Step 2 of Example 7, 5,6-dinitroindazole (5.0 g, 24.0 mmol), 10% Pd/C (1 g), were used to obtain a product (2.4 g, 66.7%). The reagents and catalysts are [Pd] (Pd/C). The reactants are [N+](=O)([O-])C=1C=C2C=NNC2=CC1[N+](=O)[O-] (5,6-dinitroindazole). The yield is 67.5%.